This data is from the Open Reaction Database (ORD), a public repository of structured organic reaction records. The task is: describe an organic reaction: reactants, conditions, products, and yield Reactants: CC1=CC=CC2=C1SC=C2 (7-Methylbenzo[b]thiophene), BrC=1C=CC(=C(C=O)C1)Cl (5-bromo-2-chlorobenzaldehyde). The product is BrC=1C=CC(=C(C1)CC1=CC2=C(S1)C(=CC=C2)C)Cl (5-Bromo-2-chloro-1-(7-methylbenzo[b]thiophen-2-ylmethyl)benzene). Reaction SMILES: [CH3:1][C:2]1[C:7]2[S:8][CH:9]=[CH:10][C:6]=2[CH:5]=[CH:4][CH:3]=1.[Br:11][C:12]1[CH:13]=[CH:14][C:15]([Cl:20])=[C:16]([CH:19]=1)[CH:17]=O>>[Br:11][C:12]1[CH:13]=[CH:14][C:15]([Cl:20])=[C:16]([CH2:17][C:9]2[S:8][C:7]3[C:2]([CH3:1])=[CH:3][CH:4]=[CH:5][C:6]=3[CH:10]=2)[CH:19]=1. Procedure: 7-Methylbenzo[b]thiophene (see Tilak, B. D. Tetrahedron 9 (1960) 76-95) and 5-bromo-2-chlorobenzaldehyde obtained in Reference Example 16-(1) were treated in a manner similar to Reference Example 7 to give the target compound. Starting materials: C1(CCC1)COC1=C(C2=C(OCO2)C=C1)C=1C2=C(N=CN1)C(=CN2)C(=O)O (4-(5-Cyclobutylmethoxy-benzo[1,3]dioxol-4-yl)-5H-pyrrolo[3,2-d]pyrimidine-7-carboxylic acid), C(C)(C)(C)OC(N[C@@H]1CC[C@H](CC1)N)=O (trans-(4-amino-cyclohexyl)-carbamic acid tert-butyl ester). The product is C(C)(C)(C)OC(N[C@@H]1CC[C@H](CC1)NC(=O)C1=CNC2=C1N=CN=C2C2=C(C=CC=1OCOC12)OCC1CCC1)=O (trans-[4-({1-[4-(5-Cyclobutylmethoxy-benzo[1,3]dioxol-4-yl)-5H-pyrrolo[3,2-d]pyrimidin-7-yl]-methanoyl}-amino)-cyclohexyl]-carbamic acid tert-butyl ester). RXN SMILES: [CH:1]1([CH2:5][O:6][C:7]2[CH:15]=[CH:14][C:10]3[O:11][CH2:12][O:13][C:9]=3[C:8]=2[C:16]2[C:17]3[NH:24][CH:23]=[C:22]([C:25]([OH:27])=O)[C:18]=3[N:19]=[CH:20][N:21]=2)[CH2:4][CH2:3][CH2:2]1.[C:28]([O:32][C:33](=[O:42])[NH:34][C@H:35]1[CH2:40][CH2:39][C@H:38]([NH2:41])[CH2:37][CH2:36]1)([CH3:31])([CH3:30])[CH3:29]>>[C:28]([O:32][C:33](=[O:42])[NH:34][C@H:35]1[CH2:36][CH2:37][C@H:38]([NH:41][C:25]([C:22]2[C:18]3[N:19]=[CH:20][N:21]=[C:16]([C:8]4[C:9]5[O:13][CH2:12][O:11][C:10]=5[CH:14]=[CH:15][C:7]=4[O:6][CH2:5][CH:1]4[CH2:4][CH2:3][CH2:2]4)[C:17]=3[NH:24][CH:23]=2)=[O:27])[CH2:39][CH2:40]1)([CH3:31])([CH3:29])[CH3:30]. Procedure details: Starting from 4-(5-Cyclobutylmethoxy-benzo[1,3]dioxol-4-yl)-5H-pyrrolo[3,2-d]pyrimidine-7-carboxylic acid (example A68) and trans-(4-amino-cyclohexyl)-carbamic acid tert-butyl ester the title compound is obtained as colorless solid. The reactants are FC1=CC=C(C(=O)Cl)C=C1 (4-Fluorobenzoyl chloride), ClC=1C=C(C=CC1Cl)[C@H](CCN1CCC(CC1)N1C(CCCC1)=O)CNC ((S)-1′-[3-(3,4-dichloro-phenyl)-4-methylamino-butyl]-[1,4′]bipiperidinyl-2-one). Solvent: ClCCl (dichloromethane), ClCCl (dichloromethane). Yields the product ClC=1C=C(C=CC1Cl)[C@@H](CN(C(C1=CC=C(C=C1)F)=O)C)CCN1CCC(CC1)N1C(CCCC1)=O ((S)—N-[2-(3,4-Dichlorophenyl)-4-[4-(2-oxo-piperidin-1-yl)piperidino]butyl]-N-methyl-4-fluorobenzamide). Reaction SMILES: [F:1][C:2]1[CH:10]=[CH:9][C:5]([C:6](Cl)=[O:7])=[CH:4][CH:3]=1.[Cl:11][C:12]1[CH:13]=[C:14]([C@@H:19]([CH2:35][NH:36][CH3:37])[CH2:20][CH2:21][N:22]2[CH2:27][CH2:26][CH:25]([N:28]3[CH2:33][CH2:32][CH2:31][CH2:30][C:29]3=[O:34])[CH2:24][CH2:23]2)[CH:15]=[CH:16][C:17]=1[Cl:18]>ClCCl>[Cl:11][C:12]1[CH:13]=[C:14]([C@H:19]([CH2:20][CH2:21][N:22]2[CH2:23][CH2:24][CH:25]([N:28]3[CH2:33][CH2:32][CH2:31][CH2:30][C:29]3=[O:34])[CH2:26][CH2:27]2)[CH2:35][N:36]([CH3:37])[C:6](=[O:7])[C:5]2[CH:9]=[CH:10][C:2]([F:1])=[CH:3][CH:4]=2)[CH:15]=[CH:16][C:17]=1[Cl:18]. Reported procedure: 4-Fluorobenzoyl chloride (0.093 mL) was reacted with (S)-1′-[3-(3,4-dichloro-phenyl)-4-methylamino-butyl]-[1,4′]bipiperidinyl-2-one (0.325 g) in dichloromethane (8 mL) overnight. The reaction was diluted with dichloromethane and washed with saturated aqueous sodium bicarbonate. The organic extracts were dried, evaporated, and purified by chromatography, with dichloromethane:methanol (gradient 97:3, 94:6) as eluent to give the title compound (0.33 g). Rf=0.41 in methylene chloride:methanol (95:5)... Reactants: CC(C)(C)OC(=O)N1CCC(CCO)CC1, CI, [H-], [Na+]. Yields the product COCCC1CCN(C(=O)OC(C)(C)C)CC1. As a reaction SMILES: [C:3]([CH3:4])([CH3:5])([CH3:6])[O:7][C:8](=[O:9])[N:10]1[CH2:11][CH2:12][CH:13]([CH2:16][CH2:17][OH:18])[CH2:14][CH2:15]1.[CH3:1][I:2].[H-:20].[Na+:19]>>[CH3:1][O:18][CH2:17][CH2:16][CH:13]1[CH2:12][CH2:11][N:10]([C:8]([O:7][C:3]([CH3:4])([CH3:5])[CH3:6])=[O:9])[CH2:15][CH2:14]1. The reactants are CC(C)CCCCCCCCCCCCCCCO, O=C(O)c1cccnc1. Product: CC(C)CCCCCCCCCCCCCCCOC(=O)c1cccnc1. RXN SMILES: [CH2:10]([CH2:11][CH2:12][CH2:13][CH2:14][CH2:15][CH2:16][CH2:17][CH2:18][CH2:19][CH2:20][CH2:21][CH2:22][CH2:23][CH2:24][CH:25]([CH3:26])[CH3:27])[OH:28].[OH:1][C:2](=[O:3])[c:4]1[cH:5][cH:6][cH:7][n:8][cH:9]1>>[O:1]([C:2](=[O:3])[c:4]1[cH:5][cH:6][cH:7][n:8][cH:9]1)[CH2:10][CH2:11][CH2:12][CH2:13][CH2:14][CH2:15][CH2:16][CH2:17][CH2:18][CH2:19][CH2:20][CH2:21][CH2:22][CH2:23][CH2:24][CH:25]([CH3:26])[CH3:27]. Starting materials: N1=C(C=CC=C1)/C=C/C(=O)O ((E)-3-pyridin-2-yl-acrylic acid), ClC=1C=C(C=CC1OCCN(CC)CC)N (3-chloro-4-(2-diethylamino-ethoxy)-phenylamine). The product is ClC=1C=C(C=CC1OCCN(CC)CC)NC(\C=C\C1=NC=CC=C1)=O ((E)-N-[3-chloro-4-(2-diethylamino-ethoxy)-phenyl]-3-pyridin-2-yl-acrylamide). Reaction SMILES: [N:1]1[CH:6]=[CH:5][CH:4]=[CH:3][C:2]=1/[CH:7]=[CH:8]/[C:9]([OH:11])=O.[Cl:12][C:13]1[CH:14]=[C:15]([NH2:27])[CH:16]=[CH:17][C:18]=1[O:19][CH2:20][CH2:21][N:22]([CH2:25][CH3:26])[CH2:23][CH3:24]>>[Cl:12][C:13]1[CH:14]=[C:15]([NH:27][C:9](=[O:11])/[CH:8]=[CH:7]/[C:2]2[CH:3]=[CH:4][CH:5]=[CH:6][N:1]=2)[CH:16]=[CH:17][C:18]=1[O:19][CH2:20][CH2:21][N:22]([CH2:25][CH3:26])[CH2:23][CH3:24]. Reported procedure: Prepared analogously to Example 172 starting from (E)-3-pyridin-2-yl-acrylic acid and 3-chloro-4-(2-diethylamino-ethoxy)-phenylamine (Z2b) at RT (72 h). The crude product was purified by column chromatography (silica gel, dichloromethane/MeOH/conc. aqueous ammonia 90:10:0.1) and recrystallisation from petroleum ether. The reactants are C([O-])([O-])=O.[Na+].[Na+] (sodium carbonate), NC1=NC(=CC(=N1)C1=CC=C(C=C1)C[C@@H](C(=O)O)NC(=O)OC(C)(C)C)O[C@H](C(F)(F)F)C1=CC=C(C=C1)Br ((S)-3-(4-{2-amino-6-[(S)-1-(4-bromo-phenyl)-2,2,2-trifluoro-ethoxy]-pyrimidin-4-yl}-phenyl)-2-tert-butoxycarbonylamino-propionic acid), FC(C1=C(C=NC=C1)B(O)O)(F)F (4-trifluoromethylpyridine-3-boronic acid), C(C)#N (acetonitrile). Reagents/catalysts: Cl[Pd]([P](C1=CC=CC=C1)(C2=CC=CC=C2)C3=CC=CC=C3)([P](C4=CC=CC=C4)(C5=CC=CC=C5)C6=CC=CC=C6)Cl (dichlorobis(triphenylphosphine)-palladium(II)). The solvent is O (water). Run at temperature 150 celsius. The product is NC1=NC(=CC(=N1)C1=CC=C(C=C1)C[C@@H](C(=O)O)NC(=O)OC(C)(C)C)O[C@H](C(F)(F)F)C1=CC=C(C=C1)C=1C=NC=CC1C(F)(F)F ((S)-3-[4-(2-amino-6-{(S)-2,2,2-trifluoro-1-[4-(4-trifluoromethyl-pyridin-3-yl)-phenyl]-ethoxy}-pyrimidin-4-yl)-phenyl]-2-tert butoxycarbonylamino-propionic acid). Isolated yield 12.8%. Reaction SMILES: [NH2:1][C:2]1[N:7]=[C:6]([C:8]2[CH:13]=[CH:12][C:11]([CH2:14][C@H:15]([NH:19][C:20]([O:22][C:23]([CH3:26])([CH3:25])[CH3:24])=[O:21])[C:16]([OH:18])=[O:17])=[CH:10][CH:9]=2)[CH:5]=[C:4]([O:27][C@@H:28]([C:33]2[CH:38]=[CH:37][C:36](Br)=[CH:35][CH:34]=2)[C:29]([F:32])([F:31])[F:30])[N:3]=1.[F:40][C:41]([F:52])([F:51])[C:42]1[CH:47]=[CH:46][N:45]=[CH:44][C:43]=1B(O)O.C(#N)C.C(=O)([O-])[O-].[Na+].[Na+]>Cl[Pd](Cl)([P](C1C=CC=CC=1)(C1C=CC=CC=1)C1C=CC=CC=1)[P](C1C=CC=CC=1)(C1C=CC=CC=1)C1C=CC=CC=1.O>[NH2:1][C:2]1[N:7]=[C:6]([C:8]2[CH:13]=[CH:12][C:11]([CH2:14][C@H:15]([NH:19][C:20]([O:22][C:23]([CH3:26])([CH3:25])[CH3:24])=[O:21])[C:16]([OH:18])=[O:17])=[CH:10][CH:9]=2)[CH:5]=[C:4]([O:27][C@@H:28]([C:33]2[CH:38]=[CH:37][C:36]([C:43]3[CH:44]=[N:45][CH:46]=[CH:47][C:42]=3[C:41]([F:52])([F:51])[F:40])=[CH:35][CH:34]=2)[C:29]([F:32])([F:31])[F:30])[N:3]=1 |f:3.4.5,^1:64,83|. Procedure details: A microwave vial (2 ml) was charged with (S)-3-(4-{2-amino-6-[(S)-1-(4-bromo-phenyl)-2,2,2-trifluoro-ethoxy]-pyrimidin-4-yl}-phenyl)-2-tert-butoxycarbonylamino-propionic acid (139 mg, 0.23 mmol), 4-trifluoromethylpyridine-3-boronic acid (61 mg, 0.3 mmol), 1 ml of acetonitrile, and 0.7 ml of water. To this mixture was added 0.4 ml of aqueous sodium carbonate (1M), followed by 14 mg of dichlorobis(triphenylphosphine)-palladium(II). The reaction vessel was sealed and heated to 150° C. for 5 minutes... Reactants: OC1=C(C(=O)OC)C=CC(=C1)NC(=O)C=1OC(=C(C1)C(C)C)C(C)C (methyl 2-hydroxy-4-[(4,5-diisopropylfuran-2-carbonyl)amino]benzoate). Run in [OH-].[Na+] (sodium hydroxide). Yields the product OC1=C(C(=O)O)C=CC(=C1)NC(=O)C=1OC(=C(C1)C(C)C)C(C)C (2-Hydroxy-4-[(4,5-diisopropylfuran-2-carbonyl)amino]benzoic acid). Isolated yield 77.9%. RXN SMILES: [OH:1][C:2]1[CH:11]=[C:10]([NH:12][C:13]([C:15]2[O:16][C:17]([CH:23]([CH3:25])[CH3:24])=[C:18]([CH:20]([CH3:22])[CH3:21])[CH:19]=2)=[O:14])[CH:9]=[CH:8][C:3]=1[C:4]([O:6]C)=[O:5]>[OH-].[Na+]>[OH:1][C:2]1[CH:11]=[C:10]([NH:12][C:13]([C:15]2[O:16][C:17]([CH:23]([CH3:25])[CH3:24])=[C:18]([CH:20]([CH3:21])[CH3:22])[CH:19]=2)=[O:14])[CH:9]=[CH:8][C:3]=1[C:4]([OH:6])=[O:5] |f:1.2|. Reported procedure: The aforementioned ester (95 mg, 0.275 mmol) was hydrolyzed with sodium hydroxide in a conventional manner, and extraction and recrystallization were performed to obtain the title compound (24, 71 mg, 78%) as colorless needles.